From a dataset of the Open Reaction Database (ORD), a public repository of structured organic reaction records. describe an organic reaction: reactants, conditions, products, and yield The reactants are FC1=C(C=C(C(=C1)OC)I)C1CCN(CC1)C(=O)OC(C)(C)C (tert-butyl 4-(2-fluoro-5-iodo-4-methoxyphenyl)piperidine-1-carboxylate), FC(C=1C=C(C=C(C1)C(F)(F)F)[C@@H]1[C@@H](N(C(O1)=O)CC1=C(C=CC(=C1)C(F)(F)F)B1OC(C(O1)(C)C)(C)C)C)(F)F ((4S,5R)-5-[3,5-bis(trifluoromethyl)phenyl]-4-methyl-3-[2-(4,4,5,5-tetramethyl-1,3,2-dioxaborolan-2-yl)-5-(trifluoromethyl)benzyl]-1,3-oxazolidin-2-one). The reagents and catalysts are [Pd](Cl)Cl.C(C)(C)(C)P([C-]1C=CC=C1)C(C)(C)C.[C-]1(C=CC=C1)P(C(C)(C)C)C(C)(C)C.[Fe+2] (1,1′-bis(di-t-butylphosphino)ferrocene palladium dichloride). Product: FC(C=1C=C(C=C(C1)C(F)(F)F)[C@@H]1[C@@H](N(C(O1)=O)CC1=C(C=CC(=C1)C(F)(F)F)C1=CC(=C(C=C1OC)F)C1CCN(CC1)C(=O)OC(C)(C)C)C)(F)F (tert-butyl 4-[2′-({(4S,5R)-5-[3,5-bis(trifluoromethyl)phenyl]-4-methyl-2-oxo-1,3-oxazolidin-3-yl}methyl)-4-fluoro-6-methoxy-4′-(trifluoromethyl)biphenyl-3-yl]piperidine-1-carboxylate). RXN SMILES: [F:1][C:2]1[CH:7]=[C:6]([O:8][CH3:9])[C:5](I)=[CH:4][C:3]=1[CH:11]1[CH2:16][CH2:15][N:14]([C:17]([O:19][C:20]([CH3:23])([CH3:22])[CH3:21])=[O:18])[CH2:13][CH2:12]1.[F:24][C:25]([F:64])([F:63])[C:26]1[CH:27]=[C:28]([C@H:36]2[O:40][C:39](=[O:41])[N:38]([CH2:42][C:43]3[CH:48]=[C:47]([C:49]([F:52])([F:51])[F:50])[CH:46]=[CH:45][C:44]=3B3OC(C)(C)C(C)(C)O3)[C@H:37]2[CH3:62])[CH:29]=[C:30]([C:32]([F:35])([F:34])[F:33])[CH:31]=1>[Pd](Cl)Cl.C(P(C(C)(C)C)[C-]1C=CC=C1)(C)(C)C.[C-]1(P(C(C)(C)C)C(C)(C)C)C=CC=C1.[Fe+2]>[F:64][C:25]([F:24])([F:63])[C:26]1[CH:27]=[C:28]([C@H:36]2[O:40][C:39](=[O:41])[N:38]([CH2:42][C:43]3[CH:48]=[C:47]([C:49]([F:50])([F:51])[F:52])[CH:46]=[CH:45][C:44]=3[C:5]3[C:6]([O:8][CH3:9])=[CH:7][C:2]([F:1])=[C:3]([CH:11]4[CH2:16][CH2:15][N:14]([C:17]([O:19][C:20]([CH3:23])([CH3:22])[CH3:21])=[O:18])[CH2:13][CH2:12]4)[CH:4]=3)[C@H:37]2[CH3:62])[CH:29]=[C:30]([C:32]([F:33])([F:35])[F:34])[CH:31]=1 |f:2.3.4.5|. Procedure details: A mixture of tert-butyl 4-(2-fluoro-5-iodo-4-methoxyphenyl)piperidine-1-carboxylate (58 mg; 0.133 mmol) and (4S,5R)-5-[3,5-bis(trifluoromethyl)phenyl]-4-methyl-3-[2-(4,4,5,5-tetramethyl-1,3,2-dioxaborolan-2-yl)-5-(trifluoromethyl)benzyl]-1,3-oxazolidin-2-one (111 mg, 0.187 mmol) was treated with 1,1′-bis(di-t-butylphosphino)ferrocene palladium dichloride (˜10 mg) as described earlier. The product was purified by chiral HPLC (ChiralPak OD column, 10% IPA/heptane) to afford tert-butyl 4-[2′-({(4S,... The reactants are Cl.N1CCCCC1 (piperidine hydrochloride), CC(=O)C (acetone), [C-]#N.[K+] (potassium cyanide), CN(C1(CCCC1)C#N)C (1-(dimethylamino)cyclopentanecarbonitrile). Solvent: O (water). RXN SMILES: Cl.[NH:2]1[CH2:7][CH2:6][CH2:5][CH2:4][CH2:3]1.CC(C)=O.[C-]#N.[K+].CN(C)[C:17]1([C:22]#[N:23])[CH2:21]CC[CH2:18]1>O>[CH3:18][C:17]([N:2]1[CH2:7][CH2:6][CH2:5][CH2:4][CH2:3]1)([CH3:21])[C:22]#[N:23] |f:0.1,3.4|. Procedure: The title compound (2.33 g, 77%) was prepared from piperidine hydrochloride (2.43 g, 20 mmol), acetone (1.16 g, 20 mmol) and potassium cyanide (1.30 g, 20 mmol) in water (10 ml) in a similar manner to that described in D1. 1H NMR (CDCl3) δ: 1.46 (2H, m), 1.50 (6H, s), 1.63 (4H, m), 2.59 (4H, m). The product is CC(C#N)(C)N1CCCCC1 (2-Methyl-2-(1-piperidinyl)propanenitrile). The yield is 77.0%. Procedure details: (3S,6S)-3-methyl-1,4-diazabicyclo[4.3.0]nonane, 14% yield, from N-Fmoc-L-proline and L-alanine methyl ester hydrochloride. Reaction SMILES: C[C@@H:2]1[NH:10][CH2:9][C@H:8]2[N:4]([CH2:5][CH2:6][CH2:7]2)[CH2:3]1.C(N1CCC[C@H]1C(O)=O)(OCC1C2C(=CC=CC=2)C2C1=CC=CC=2)=O.Cl.COC(=O)[C@H](C)N>>[N:4]12[CH2:5][CH2:6][CH2:7][C@H:8]1[CH2:9][NH:10][CH2:2][CH2:3]2 |f:2.3|. The yield is 14.0%. Reactants: C[C@H]1CN2CCC[C@H]2CN1 ((3S,6S)-3-methyl-1,4-diazabicyclo[4.3.0]nonane), C(=O)(OCC1C2=CC=CC=C2C2=CC=CC=C12)N1[C@H](C(=O)O)CCC1 (N-Fmoc-L-proline), Cl.COC([C@@H](N)C)=O (L-alanine methyl ester hydrochloride). Yields the product N12CCNC[C@@H]2CCC1 ((S)-1,4-diazabicyclo[4.3.0]nonane). The reactants are C(C)(C)(C)OC(=O)C1N(CCCC1(C)O)S(=O)(=O)C1=CC=C(C=C1)OCC1=CC=C(C=C1)F (1-[4-(4-fluoro-benzyloxy)-benzenesulfonyl]-3-hydroxy-3-methyl-piperidine-2-carboxylic acid tert-butyl ester). Solvent: FC(C(=O)O)(F)F.C(Cl)Cl (trifluoroacetic acid CH2Cl2). Product: FC1=CC=C(COC2=CC=C(C=C2)S(=O)(=O)N2C(C(CCC2)(C)O)C(=O)O)C=C1 (1-[4-(4-fluoro-benzyloxy)-benzenesulfonyl]-3-hydroxy-3-methyl-piperidine-2-carboxylic acid). Reaction SMILES: C([O:5][C:6]([CH:8]1[C:13]([OH:15])([CH3:14])[CH2:12][CH2:11][CH2:10][N:9]1[S:16]([C:19]1[CH:24]=[CH:23][C:22]([O:25][CH2:26][C:27]2[CH:32]=[CH:31][C:30]([F:33])=[CH:29][CH:28]=2)=[CH:21][CH:20]=1)(=[O:18])=[O:17])=[O:7])(C)(C)C>FC(F)(F)C(O)=O.C(Cl)Cl>[F:33][C:30]1[CH:29]=[CH:28][C:27]([CH2:26][O:25][C:22]2[CH:21]=[CH:20][C:19]([S:16]([N:9]3[CH2:10][CH2:11][CH2:12][C:13]([OH:15])([CH3:14])[CH:8]3[C:6]([OH:7])=[O:5])(=[O:17])=[O:18])=[CH:24][CH:23]=2)=[CH:32][CH:31]=1 |f:1.2|. Reported procedure: A solution of 1-[4-(4-fluoro-benzyloxy)-benzenesulfonyl]-3-hydroxy-3-methyl-piperidine-2-carboxylic acid tert-butyl ester in 2 mL of 1:1 trifluoroacetic acid-CH2Cl2 was stirred for 15 min-2 h at room temperature. Concentration in vacuo afforded 1-[4-(4-fluoro-benzyloxy)-benzenesulfonyl]-3-hydroxy-3-methyl-piperidine-2-carboxylic acid as a colorless syrup: The reactants are CCOC(=O)C (EtOAc), NC=1C=C(C=CC1)C(C)=O (3′-aminoacetophenone), ClC1=NN=CC2=C(C(=CC=C12)C)I (1-chloro-5-iodo-6-methylphthalazine). The solvent is C(Cl)Cl (DCM), C([O-])(O)=O.[Na+] (sodium bicarbonate), CC(C)O (IPA). Run at temperature 160 celsius, time 15 minute. The product is IC1=C2C=NN=C(C2=CC=C1C)NC=1C=C(C=CC1)C(C)=O (1-(3-(5-iodo-6-methylphthalazin-1-ylamino)phenyl)ethanone). The yield is 24.2%. RXN SMILES: Cl[C:2]1[C:11]2[C:6](=[C:7]([I:13])[C:8]([CH3:12])=[CH:9][CH:10]=2)[CH:5]=[N:4][N:3]=1.[NH2:14][C:15]1[CH:16]=[C:17]([C:21](=[O:23])[CH3:22])[CH:18]=[CH:19][CH:20]=1.CCOC(C)=O>CC(O)C.C(Cl)Cl.C(=O)(O)[O-].[Na+]>[I:13][C:7]1[C:8]([CH3:12])=[CH:9][CH:10]=[C:11]2[C:6]=1[CH:5]=[N:4][N:3]=[C:2]2[NH:14][C:15]1[CH:16]=[C:17]([C:21](=[O:23])[CH3:22])[CH:18]=[CH:19][CH:20]=1 |f:5.6|. Reported procedure: To a solution of 1-chloro-5-iodo-6-methylphthalazine (0.380 g, 1.25 mmol) in IPA (3.0 ml), charged to a 5 mL microwave reaction vessel, 3′-aminoacetophenone (0.253 g, 1.87 mmol) was added. The reaction mixture was stirred at 160° C. for 15 min. The reaction mixture was diluted with excess DCM and saturated aqueous sodium bicarbonate. The organic layer was washed with brine, dried over magnesium sulfate and concentrated under vacuum. The resulting residue was loaded on to silica and purified by c... The reactants are N1C=CC2=CC=C(C=C12)C(=O)O (6-indole carboxylic acid), [H-].[Al+3].[Li+].[H-].[H-].[H-] (lithium aluminum hydride), O1CCCC1 (tetrahydrofuran). Yields the product N1C=CC2=C(C=CC=C12)CO ((1H-Indol-4-yl)-methanol). Reaction SMILES: [NH:1]1[C:9]2[C:4](=[CH:5][CH:6]=[C:7](C(O)=O)[CH:8]=2)[CH:3]=[CH:2]1.[H-].[Al+3].[Li+].[H-].[H-].[H-].[O:19]1CCC[CH2:20]1>>[NH:1]1[C:9]2[C:4](=[C:5]([CH2:20][OH:19])[CH:6]=[CH:7][CH:8]=2)[CH:3]=[CH:2]1 |f:1.2.3.4.5.6|. Procedure: To a solution of 6-indole carboxylic acid (500 mg, 3.1 mmol) in tetrahydrofuran (31 ml) is added lithium aluminum hydride (590 mg, 15.5 mmol) at 0° C. The reaction mixture is refluxed for 6 hours. The resulting mixture is then quenched with 5% potassium hydrogen sulfate (20 ml) and extracted with ether (20 mL). The organic layer is then dried with sodium sulfate and concentrated to give a yellow solid (230 mg). MS (ESI) m/z 146.6 (M+1).